From a dataset of the Open Reaction Database (ORD), a public repository of structured organic reaction records. describe an organic reaction: reactants, conditions, products, and yield Starting materials: C(C1=CC=CC=C1)OC=1C2=C(C=3C(NC(C3C1)=O)OC)O[C@]13[C@](C2)([C@H](CC[C@H]1C([C@H](CC3)O)(C)C)C)C ((6aR,7S,9aS,11S,13aS)-5-benzyloxy-2,3,6,6a,7,8,9,9a,10,11,12,13-dodecahydro-11-hydroxy-1-methoxy-6a,7,10,10-tetramethyl-3-oxo-1H-benzo[8,8a][1]benzopyrano[2,3-e]isoindole), Cl (HCl), O (Water). The solvent is O1CCOCC1 (dioxane). Conditions: time 2 hour. Product: C(C1=CC=CC=C1)OC=1C2=C(C=3C(NC(C3C1)=O)O)O[C@]13[C@](C2)([C@H](CC[C@H]1C([C@H](CC3)O)(C)C)C)C ((6aR,7S,9aS,11S,13aS)-5-benzyloxy-2,3,6,6a,7,8,9,9a,10,11,12,13-dodecahydro-1,11-dihydroxy-6a,7,10,10-tetramethyl-3-oxo-1H-benzo[8,8a][1]benzopyrano[2,3-e]isoindole). Yield: 64.5%. Reaction SMILES: [CH2:1]([O:8][C:9]1[C:10]2[CH2:24][C@:23]3([CH3:37])[C@@H:25]([CH3:36])[CH2:26][CH2:27][C@H:28]4[C:29]([CH3:35])([CH3:34])[C@@H:30]([OH:33])[CH2:31][CH2:32][C@@:22]34[O:21][C:11]=2[C:12]2[CH:13]([O:19]C)[NH:14][C:15](=[O:18])[C:16]=2[CH:17]=1)[C:2]1[CH:7]=[CH:6][CH:5]=[CH:4][CH:3]=1.Cl.O>O1CCOCC1>[CH2:1]([O:8][C:9]1[C:10]2[CH2:24][C@:23]3([CH3:37])[C@@H:25]([CH3:36])[CH2:26][CH2:27][C@H:28]4[C:29]([CH3:35])([CH3:34])[C@@H:30]([OH:33])[CH2:31][CH2:32][C@@:22]34[O:21][C:11]=2[C:12]2[CH:13]([OH:19])[NH:14][C:15](=[O:18])[C:16]=2[CH:17]=1)[C:2]1[CH:3]=[CH:4][CH:5]=[CH:6][CH:7]=1. Procedure details: To a solution of the above Compound (29b) (439 mg, 0.87 mmol) in dioxane (15 ml) was added 0.15 ml of 0.1N HCl, and the mixture stirred at room temperature for 2 hours. Water was added to the reaction, and extracted with ethyl acetate. The extract was washed with 5% sodium carbonate aqueous solution and saturated brine, and dried over anhydrous sodium sulfate. After concentration under reduced pressure, the residue was purified by a silica gel column chromatography (silica gel 15 g; toluene:ethy...